This data is from the Open Reaction Database (ORD), a public repository of structured organic reaction records. The task is: describe an organic reaction: reactants, conditions, products, and yield The reactants are O=C1SC(C(N1)=O)CC1=CC=C(OCC(=O)NC2=C(C=C(C=C2)OC2=CC=C(C=C2)OC)N(C(OC(C)(C)C)=O)C)C=C1 (t-butyl N-{2-[4-(2,4-dioxothiazolidin-5-ylmethyl)phenoxyacetylamino]-5-(4-methoxyphenoxy)phenyl}-N-methylcarbamate). The solvent is FC(C(=O)O)(F)F (trifluoroacetic acid). The product is CN1C(=NC2=C1C=C(C=C2)OC2=CC=C(C=C2)OC)COC2=CC=C(CC1C(NC(S1)=O)=O)C=C2 (5-{4-[1-Methyl-6-(4-methoxyphenoxy)-1H-benzimidazole-2-ylmethoxy]benzyl}thiazolidine-2,4-dione). The yield is 72.3%. As a reaction SMILES: [O:1]=[C:2]1[NH:6][C:5](=[O:7])[CH:4]([CH2:8][C:9]2[CH:43]=[CH:42][C:12]([O:13][CH2:14][C:15]([NH:17][C:18]3[CH:23]=[CH:22][C:21]([O:24][C:25]4[CH:30]=[CH:29][C:28]([O:31][CH3:32])=[CH:27][CH:26]=4)=[CH:20][C:19]=3[N:33]([CH3:41])C(=O)OC(C)(C)C)=O)=[CH:11][CH:10]=2)[S:3]1>FC(F)(F)C(O)=O>[CH3:41][N:33]1[C:19]2[CH:20]=[C:21]([O:24][C:25]3[CH:26]=[CH:27][C:28]([O:31][CH3:32])=[CH:29][CH:30]=3)[CH:22]=[CH:23][C:18]=2[N:17]=[C:15]1[CH2:14][O:13][C:12]1[CH:42]=[CH:43][C:9]([CH2:8][CH:4]2[S:3][C:2](=[O:1])[NH:6][C:5]2=[O:7])=[CH:10][CH:11]=1. Procedure details: A solution of t-butyl N-{2-[4-(2,4-dioxothiazolidin-5-ylmethyl)phenoxyacetylamino]-5-(4-methoxyphenoxy)phenyl}-N-methylcarbamate (3.28 g) in trifluoroacetic acid (50 ml) was stirred at 65° C. for 8 hours and allowed to stand at ambient temperature for 1 night. The reaction mixture was concentrated and to the residue was added water and neutralized with aqueous sodium bicarbonate solution. The mixture was extracted with ethyl acetate. The ethyl acetate layer was washed with saturated aqueous sodi... Starting materials: BrC=1C=CC2=C(N(C3=C2CN(CCC3)C(=O)OC(C)(C)C)C)N1 (tert-Butyl 2-bromo-10-methyl-7,8,9,10-tetrahydropyrido[3′,2′:4,5]pyrrolo[3,2-c]azepine-6(5H)-carboxylate), FC1=CC=C(COC2=CC(NC=C2)=O)C=C1 (4-(4-fluorobenzyloxy)pyridin-2(1H)-one). Product: FC1=CC=C(COC2=CC(N(C=C2)C=2C=CC3=C(N(C4=C3CN(CCC4)C(=O)OC(C)(C)C)C)N2)=O)C=C1 (tert-Butyl 2-(4-(4-fluorobenzyloxy)-2-oxopyridin-1(2H)-yl)-10-methyl-7,8,9,10-tetrahydropyrido[3′,2′:4,5]pyrrolo[3,2-c]azepine-6(5H)-carboxylate). Yield: 96.4%. RXN SMILES: Br[C:2]1[CH:3]=[CH:4][C:5]2[C:9]3[CH2:10][N:11]([C:15]([O:17][C:18]([CH3:21])([CH3:20])[CH3:19])=[O:16])[CH2:12][CH2:13][CH2:14][C:8]=3[N:7]([CH3:22])[C:6]=2[N:23]=1.[F:24][C:25]1[CH:39]=[CH:38][C:28]([CH2:29][O:30][C:31]2[CH:36]=[CH:35][NH:34][C:33](=[O:37])[CH:32]=2)=[CH:27][CH:26]=1>>[F:24][C:25]1[CH:39]=[CH:38][C:28]([CH2:29][O:30][C:31]2[CH:36]=[CH:35][N:34]([C:2]3[CH:3]=[CH:4][C:5]4[C:9]5[CH2:10][N:11]([C:15]([O:17][C:18]([CH3:21])([CH3:20])[CH3:19])=[O:16])[CH2:12][CH2:13][CH2:14][C:8]=5[N:7]([CH3:22])[C:6]=4[N:23]=3)[C:33](=[O:37])[CH:32]=2)=[CH:27][CH:26]=1. Reported procedure: tert-Butyl 2-bromo-10-methyl-7,8,9,10-tetrahydropyrido[3′,2′:4,5]pyrrolo[3,2-c]azepine-6(5H)-carboxylate (147 mg, 0.386 mmol) and 4-(4-fluorobenzyloxy)pyridin-2(1H)-one (93 mg, 0.43 mmol) were reacted following the procedure for Example 2 (step d) to provide the title compound (193 mg, 96%) as a yellow oil: ESI MS m/z 519 [M+H]+. Reactants: NC1=C(C=C(C2=C1CCO2)C(=O)N)Cl (4-amino-5-chloro-2,3-dihydro-7-benzofurancarboxamide). The solvent is O(Cl)Cl (oxychloride). Run at temperature 100 celsius, time 45 minute. Product: NC1=C(C=C(C2=C1CCO2)C#N)Cl (4-amino-5-chloro-2,3-dihydro-7-benzofuran-carbonitrile). Isolated yield 62.1%. As a reaction SMILES: [NH2:1][C:2]1[C:7]2[CH2:8][CH2:9][O:10][C:6]=2[C:5]([C:11]([NH2:13])=O)=[CH:4][C:3]=1[Cl:14]>O(Cl)Cl>[NH2:1][C:2]1[C:7]2[CH2:8][CH2:9][O:10][C:6]=2[C:5]([C:11]#[N:13])=[CH:4][C:3]=1[Cl:14]. Procedure details: Intermediate 7 (0.12 mol) was added to phosporous oxychloride (120 ml) and the reaction mixture was stirred for 45 minutes at 100° C. The mixture was cooled and the solvent evaporated. The residue was added to ice and the mixture was extracted with CH2Cl2 and methanol. The organic layer was dried over MgSO4, filtered and the solvent evaporated. The residue was purified by column chromatography on silica gel (eluent: CH2Cl2 /CH3OH 99/1). The pure fractions were collected and the solvent evaporate... The reactants are C(C)(C)N(C(C)C)CC (N,N-diisopropylethylamine), I.ClC=1N=CN(C1)C1=C(C=C(C=C1)NC(=N)SC)OC (Methyl 4-(4-chloro-1H-imidazol-1-yl)-3-methoxyphenylcarbamimidothioate, hydroiodide), ClCCCCC(C(=O)O)C1=CC=C(C=C1)C#N (6-chloro-2-(4-cyanophenyl)hexanoic acid), NN (hydrazine), CN1CCOCC1 (N-methylmorpholine). Product: ClCCCCC(C1=NC(=NN1)NC1=CC(=C(C=C1)N1C=NC(=C1)Cl)OC)C1=CC=C(C#N)C=C1 (4-(5-chloro-1-(3-(4-(4-chloro-1H-imidazol-1-yl)-3-methoxyphenylamino)-1H-1,2,4-triazol-5-yl)pentyl)benzonitrile). RXN SMILES: I.[Cl:2][C:3]1[N:4]=[CH:5][N:6]([C:8]2[CH:13]=[CH:12][C:11]([NH:14][C:15](SC)=[NH:16])=[CH:10][C:9]=2[O:19][CH3:20])[CH:7]=1.[Cl:21][CH2:22][CH2:23][CH2:24][CH2:25][CH:26]([C:30]1[CH:35]=[CH:34][C:33]([C:36]#[N:37])=[CH:32][CH:31]=1)[C:27](O)=O.CN1CCOCC1.C(N(CC)C(C)C)(C)C.[NH2:54][NH2:55]>>[Cl:21][CH2:22][CH2:23][CH2:24][CH2:25][CH:26]([C:30]1[CH:35]=[CH:34][C:33]([C:36]#[N:37])=[CH:32][CH:31]=1)[C:27]1[NH:55][N:54]=[C:15]([NH:14][C:11]2[CH:12]=[CH:13][C:8]([N:6]3[CH:7]=[C:3]([Cl:2])[N:4]=[CH:5]3)=[C:9]([O:19][CH3:20])[CH:10]=2)[N:16]=1 |f:0.1|. Reported procedure: Methyl 4-(4-chloro-1H-imidazol-1-yl)-3-methoxyphenylcarbamimidothioate, hydroiodide (1.0 g, 2.36 mmol, from preparation A) and 6-chloro-2-(4-cyanophenyl)hexanoic acid (0.741 g, 2.94 mmol, from preparation AU) were coupled [N-methylmorpholine (1.29 mL, 11.8 mmol) was substituted for N,N-diisopropylethylamine] and then reacted with hydrazine (0.370 mL, 11.8 mmol) using a procedure analogous to Step A of Example 13. After aqueous workup, 4-(5-chloro-1-(3-(4-(4-chloro-1H-imidazol-1-yl)-3-methoxyphen...